This data is from the Open Reaction Database (ORD), a public repository of structured organic reaction records. The task is: describe an organic reaction: reactants, conditions, products, and yield Starting materials: N#Cc1c[nH]c(C(=O)Nc2ccc(C3CCNCC3)cc2C2=CCCCC2)n1, CN(C)CC(=O)Cl, CCN(C(C)C)C(C)C, ClCCl, Cl, O=C(O)C(F)(F)F. Reaction SMILES: [C:8]1([c:14]2[c:15]([NH:26][C:27](=[O:28])[c:29]3[nH:30][cH:31][c:32]([C:34]#[N:35])[n:33]3)[cH:16][cH:17][c:18]([CH:20]3[CH2:21][CH2:22][NH:23][CH2:24][CH2:25]3)[cH:19]2)=[CH:9][CH2:10][CH2:11][CH2:12][CH2:13]1.[CH3:46][N:47]([CH3:48])[CH2:49][C:50](=[O:51])[Cl:52].[CH:36]([N:37]([CH2:38][CH3:39])[CH:40]([CH3:41])[CH3:42])([CH3:43])[CH3:44].[Cl:53][CH2:54][Cl:55].[ClH:45].[F:1][C:2]([F:3])([F:4])[C:5]([OH:6])=[O:7]>>[C:8]1([c:14]2[c:15]([NH:26][C:27](=[O:28])[c:29]3[nH:30][cH:31][c:32]([C:34]#[N:35])[n:33]3)[cH:16][cH:17][c:18]([CH:20]3[CH2:21][CH2:22][N:23]([C:50]([CH2:49][N:47]([CH3:46])[CH3:48])=[O:51])[CH2:24][CH2:25]3)[cH:19]2)=[CH:9][CH2:10][CH2:11][CH2:12][CH2:13]1. Product: CN(C)CC(=O)N1CCC(c2ccc(NC(=O)c3nc(C#N)c[nH]3)c(C3=CCCCC3)c2)CC1.